Task: describe an organic reaction: reactants, conditions, products, and yield. Dataset: the Open Reaction Database (ORD), a public repository of structured organic reaction records The reactants are O=C(O)CN1C(=O)CSC1=S, CC(=O)[O-], CC(=O)O, O=Cc1ccccc1, [Na+], O. Product: O=C(O)CN1C(=O)C(=Cc2ccccc2)SC1=S. Reaction SMILES: [C:1](=[O:2])([OH:3])[CH2:4][N:5]1[C:6](=[S:11])[S:7][CH2:8][C:9]1=[O:10].[CH3:13][C:14](=[O:15])[O-:16].[CH3:17][C:18](=[O:19])[OH:20].[CH:21](=[O:22])[c:23]1[cH:24][cH:25][cH:26][cH:27][cH:28]1.[Na+:12].[OH2:29]>>[C:1](=[O:2])([OH:3])[CH2:4][N:5]1[C:6](=[S:11])[S:7][C:8](=[CH:21][c:23]2[cH:24][cH:25][cH:26][cH:27][cH:28]2)[C:9]1=[O:10]. Starting materials: COC=1C=CC2=C(SC(=C2)B(O)O)C1 (6-methoxy-benzo[b]thiophene-2-boronic acid), ClC1=NC=C(C(=N1)Cl)C (2,4-dichloro-5-methyl-pyrimidine), NC1CC(NC(C1)(C)C)(C)C (4-amino-2,2,6,6-tetramethylpiperidine). Product: COC=1C=CC2=C(SC(=C2)C2=NC(=NC=C2C)NC2CC(NC(C2)(C)C)(C)C)C1 ([4-(6-Methoxy-benzo[b]thiophen-2-yl)-5-methyl-pyrimidin-2-yl]-(2,2,6,6-tetramethyl-piperidin-4-yl)-amine). As a reaction SMILES: [CH3:1][O:2][C:3]1[CH:4]=[CH:5][C:6]2[CH:10]=[C:9](B(O)O)[S:8][C:7]=2[CH:14]=1.Cl[C:16]1[N:21]=[C:20](Cl)[C:19]([CH3:23])=[CH:18][N:17]=1.[NH2:24][CH:25]1[CH2:30][C:29]([CH3:32])([CH3:31])[NH:28][C:27]([CH3:34])([CH3:33])[CH2:26]1>>[CH3:1][O:2][C:3]1[CH:4]=[CH:5][C:6]2[CH:10]=[C:9]([C:18]3[C:19]([CH3:23])=[CH:20][N:21]=[C:16]([NH:24][CH:25]4[CH2:26][C:27]([CH3:34])([CH3:33])[NH:28][C:29]([CH3:32])([CH3:31])[CH2:30]4)[N:17]=3)[S:8][C:7]=2[CH:14]=1. Procedure: The title compound was prepared analogous to Method A, starting 6-methoxy-benzo[b]thiophene-2-boronic acid, 2,4-dichloro-5-methyl-pyrimidine and 4-amino-2,2,6,6-tetramethylpiperidine. Starting materials: CON=C(C(=O)OC)C1=C(C=CC=C1)C#C (methyl 2-ethynylphenylglyoxylate O-methyloxime), CN (methylamine). Run at time 45 minute. Product: CON=C(C(=O)NC)C1=C(C=CC=C1)C#C (2-ethynylphenylglyoxylic acid-N-methylamide-O-methyloxime). As a reaction SMILES: [CH3:1][O:2][N:3]=[C:4]([C:9]1[CH:14]=[CH:13][CH:12]=[CH:11][C:10]=1[C:15]#[CH:16])[C:5](OC)=[O:6].[CH3:17][NH2:18]>>[CH3:1][O:2][N:3]=[C:4]([C:9]1[CH:14]=[CH:13][CH:12]=[CH:11][C:10]=1[C:15]#[CH:16])[C:5]([NH:18][CH3:17])=[O:6]. Reported procedure: 1 g (4.6 mmol) of the acetylene compound prepared in Example 1 is added to 20 ml of a 40% strength methylamine solution, and the mixture is stirred for 45 minutes at 40°-50° C. The solution is extracted with methyl tert-butyl ether, dried and evaporated down. 700 mg (70%) of the compound remain as a colorless solid. Reactants: COC=1C=C2C(=CC=NC2=CC1OC)OC1=CC=C(C=C1)N (6,7-Dimethoxy-4-(4-aminophenoxy)quinoline), ClC1=C(C=CC=C1)N=C=O (2-chlorophenyl isocyanate). The solvent is C1(=CC=CC=C1)C (toluene). The product is ClC1=C(C=CC=C1)NC(=O)NC1=CC=C(C=C1)OC1=CC=NC2=CC(=C(C=C12)OC)OC (N-(2-Chlorophenyl)-N'-{4-[(6,7-dimethoxy-4-quinolyl)oxy]phenyl}urea). Yield: 81.0%. As a reaction SMILES: [CH3:1][O:2][C:3]1[CH:4]=[C:5]2[C:10](=[CH:11][C:12]=1[O:13][CH3:14])[N:9]=[CH:8][CH:7]=[C:6]2[O:15][C:16]1[CH:21]=[CH:20][C:19]([NH2:22])=[CH:18][CH:17]=1.[Cl:23][C:24]1[CH:29]=[CH:28][CH:27]=[CH:26][C:25]=1[N:30]=[C:31]=[O:32]>C1(C)C=CC=CC=1>[Cl:23][C:24]1[CH:29]=[CH:28][CH:27]=[CH:26][C:25]=1[NH:30][C:31]([NH:22][C:19]1[CH:18]=[CH:17][C:16]([O:15][C:6]2[C:5]3[C:10](=[CH:11][C:12]([O:13][CH3:14])=[C:3]([O:2][CH3:1])[CH:4]=3)[N:9]=[CH:8][CH:7]=2)=[CH:21][CH:20]=1)=[O:32]. Procedure details: 6,7-Dimethoxy-4-(4-aminophenoxy)quinoline (52 mg) was dissolved in toluene (5 ml) with heat, 2-chlorophenyl isocyanate (0.05 ml) was added, and the admixture was refluxed with heat for 30 minutes. The reaction solution was purified by column chromatography on silica gel eluting with chloroform/acetone (10/1) to obtain 64 mg of the title compound (yield: 81%). Reported procedure: 7-(2-Acetoxy-3-(pyrrolidin-1-yl)propoxy)-6-methoxy-3,4-dihydroquinazolin-4-one (4.7 g) was suspended in thionyl chloride (55 ml), DMF (0.5 ml) was added and the mixture heated at reflex for 1 hour. The thionyl chloride was evaporated under vacuum, toluene was added and the solvent was evaporated. This process was repeated twice. The residue was taken up in ice/water, the pH adjusted to 7.5 with a saturated solution of sodium bicarbonate followed by sodium hydroxide 2N until pH 9 and the aqueous ... RXN SMILES: [C:1]([O:4][CH:5]([CH2:21][N:22]1[CH2:26][CH2:25][CH2:24][CH2:23]1)[CH2:6][O:7][C:8]1[CH:17]=[C:16]2[C:11]([C:12](=O)[NH:13][CH:14]=[N:15]2)=[CH:10][C:9]=1[O:19][CH3:20])(=[O:3])[CH3:2].CN(C=O)C.S(Cl)([Cl:34])=O>>[Cl:34][C:12]1[C:11]2[C:16](=[CH:17][C:8]([O:7][CH2:6][CH:5]([O:4][C:1](=[O:3])[CH3:2])[CH2:21][N:22]3[CH2:26][CH2:25][CH2:24][CH2:23]3)=[C:9]([O:19][CH3:20])[CH:10]=2)[N:15]=[CH:14][N:13]=1. Starting materials: C(C)(=O)OC(COC1=C(C=C2C(NC=NC2=C1)=O)OC)CN1CCCC1 (7-(2-Acetoxy-3-(pyrrolidin-1-yl)propoxy)-6-methoxy-3,4-dihydroquinazolin-4-one), CN(C)C=O (DMF), S(=O)(Cl)Cl (thionyl chloride). Yields the product ClC1=NC=NC2=CC(=C(C=C12)OC)OCC(CN1CCCC1)OC(C)=O (4-chloro-7-[2-acetoxy-3-(pyrrolidin-1-yl)propoxy]-6-methoxyquinazoline). Starting materials: C1CCOC1, CO, [Na+], CCOC(=O)CCc1ccc(COc2ccccc2)cc1, [OH-]. The product is O=C(O)CCc1ccc(COc2ccccc2)cc1. RXN SMILES: [CH2:24]1[O:25][CH2:26][CH2:27][CH2:28]1.[CH3:29][OH:30].[Na+:23].[O:1]([c:2]1[cH:3][cH:4][cH:5][cH:6][cH:7]1)[CH2:8][c:9]1[cH:10][cH:11][c:12]([CH2:15][CH2:16][C:17](=[O:18])[O:19][CH2:20][CH3:21])[cH:13][cH:14]1.[OH-:22]>>[O:1]([c:2]1[cH:3][cH:4][cH:5][cH:6][cH:7]1)[CH2:8][c:9]1[cH:10][cH:11][c:12]([CH2:15][CH2:16][C:17](=[O:18])[OH:19])[cH:13][cH:14]1. Starting materials: COC1=CC=C(OC(C(=O)OCC)CC2=CC=C(C=C2)OCCNC(C2=CC=C(C=C2)C2=NC=CC=C2)=O)C=C1 (ethyl 2-(4-methoxyphenoxy)-3-[4-[2-(4-pyridine-2-ylbenzoylamino)ethoxy]phenyl]propionate), product, [OH-].[Na+] (sodium hydroxide). Yields the product COC1=CC=C(OC(C(=O)O)CC2=CC=C(C=C2)OCCNC(C2=CC=C(C=C2)C2=NC=CC=C2)=O)C=C1 (2-(4-Methoxyphenoxy)-3-[4-[2-(4-pyridine-2-ylbenzoylamino)ethoxy]phenyl]propionic acid). The yield is 51.0%. As a reaction SMILES: [CH3:1][O:2][C:3]1[CH:40]=[CH:39][C:6]([O:7][CH:8]([CH2:14][C:15]2[CH:20]=[CH:19][C:18]([O:21][CH2:22][CH2:23][NH:24][C:25](=[O:38])[C:26]3[CH:31]=[CH:30][C:29]([C:32]4[CH:37]=[CH:36][CH:35]=[CH:34][N:33]=4)=[CH:28][CH:27]=3)=[CH:17][CH:16]=2)[C:9]([O:11]CC)=[O:10])=[CH:5][CH:4]=1.[OH-].[Na+]>>[CH3:1][O:2][C:3]1[CH:40]=[CH:39][C:6]([O:7][CH:8]([CH2:14][C:15]2[CH:16]=[CH:17][C:18]([O:21][CH2:22][CH2:23][NH:24][C:25](=[O:38])[C:26]3[CH:31]=[CH:30][C:29]([C:32]4[CH:37]=[CH:36][CH:35]=[CH:34][N:33]=4)=[CH:28][CH:27]=3)=[CH:19][CH:20]=2)[C:9]([OH:11])=[O:10])=[CH:5][CH:4]=1 |f:1.2|. Procedure: In a similar manner to that described in Example 2, ethyl 2-(4-methoxyphenoxy)-3-[4-[2-(4-pyridine-2-ylbenzoylamino)ethoxy]phenyl]propionate (310 mg), which is the product of Example 124, was reacted with aqueous sodium hydroxide solution (1N, 2.00 ml) and the reaction mixture was treated to give the title compound (150 mg) as a white powder. Reactants: FC1=NC=CC=C1C1CCC(CC1)=O (4-(2-Fluoropyridin-3-yl)cyclohexanone), S1C(=NC2=C1C=CC=C2)NC2=CC=C(C=C2)O (4-(benzo[d]thiazol-2-ylamino)phenol), C([O-])([O-])=O.[Cs+].[Cs+] (cesium carbonate). Solvent: CN1CCCC1=O (NMP), O (water). Run at temperature 120 celsius, time 16 hour. Yields the product S1C(=NC2=C1C=CC=C2)NC2=CC=C(OC1=NC=CC=C1C1CCC(CC1)=O)C=C2 (4-(2-(4-(benzo[d]thiazol-2-ylamino)phenoxy)pyridin-3-yl)cyclohexanone). As a reaction SMILES: F[C:2]1[C:7]([CH:8]2[CH2:13][CH2:12][C:11](=[O:14])[CH2:10][CH2:9]2)=[CH:6][CH:5]=[CH:4][N:3]=1.[S:15]1[C:19]2[CH:20]=[CH:21][CH:22]=[CH:23][C:18]=2[N:17]=[C:16]1[NH:24][C:25]1[CH:30]=[CH:29][C:28]([OH:31])=[CH:27][CH:26]=1.C(=O)([O-])[O-].[Cs+].[Cs+]>CN1C(=O)CCC1.O>[S:15]1[C:19]2[CH:20]=[CH:21][CH:22]=[CH:23][C:18]=2[N:17]=[C:16]1[NH:24][C:25]1[CH:30]=[CH:29][C:28]([O:31][C:2]2[C:7]([CH:8]3[CH2:13][CH2:12][C:11](=[O:14])[CH2:10][CH2:9]3)=[CH:6][CH:5]=[CH:4][N:3]=2)=[CH:27][CH:26]=1 |f:2.3.4|. Procedure: 4-(2-Fluoropyridin-3-yl)cyclohexanone (0.05 g, 0.26 mmol), 4-(benzo[d]thiazol-2-ylamino)phenol (0.19 g, 0.78 mmol) and cesium carbonate (0.25 g, 0.78 mmol) were mixed in NMP (1 mL). The reaction mixture was placed under a nitrogen atmosphere and stirred at 120° C. for 16 h. The reaction mixture was cooled to room temperature, diluted with water, and extracted with EtOAc (4×). The combined organic layers were washed with 1 M aqueous sodium hydroxide, washed with sat. sodium chloride, dried over m... Reactants: COc1ccc(N2Cc3cnc(Nc4ccccc4)nc3NC2=O)cc1, CI, [H-], [Na+], C1CCOC1. The product is COc1ccc(N2Cc3cnc(Nc4ccccc4)nc3N(C)C2=O)cc1. RXN SMILES: [CH3:1][O:2][c:3]1[cH:4][cH:5][c:6]([N:9]2[C:10](=[O:26])[NH:11][c:12]3[n:13][c:14]([NH:19][c:20]4[cH:21][cH:22][cH:23][cH:24][cH:25]4)[n:15][cH:16][c:17]3[CH2:18]2)[cH:7][cH:8]1.[CH3:29][I:30].[H-:27].[Na+:28].[O:31]1[CH2:32][CH2:33][CH2:34][CH2:35]1>>[CH3:1][O:2][c:3]1[cH:4][cH:5][c:6]([N:9]2[C:10](=[O:26])[N:11]([CH3:29])[c:12]3[n:13][c:14]([NH:19][c:20]4[cH:21][cH:22][cH:23][cH:24][cH:25]4)[n:15][cH:16][c:17]3[CH2:18]2)[cH:7][cH:8]1. The reactants are CCCC[SnH](CCCC)CCCC, Cc1ccccc1, CCOC(=O)C(=NOC1CC1(Cl)Cl)C1(C)OCCO1. Product: CCOC(=O)C(=NOC1CC1Cl)C1(C)OCCO1. Reaction SMILES: [CH2:20]([SnH:21]([CH2:22][CH2:23][CH2:24][CH3:25])[CH2:26][CH2:27][CH2:28][CH3:29])[CH2:30][CH2:31][CH3:32].[CH3:33][c:34]1[cH:35][cH:36][cH:37][cH:38][cH:39]1.[Cl:1][C:2]1([Cl:19])[CH:3]([O:5][N:6]=[C:7]([C:8](=[O:9])[O:10][CH2:11][CH3:12])[C:13]2([CH3:14])[O:15][CH2:16][CH2:17][O:18]2)[CH2:4]1>>[Cl:1][CH:2]1[CH:3]([O:5][N:6]=[C:7]([C:8](=[O:9])[O:10][CH2:11][CH3:12])[C:13]2([CH3:14])[O:15][CH2:16][CH2:17][O:18]2)[CH2:4]1.